This data is from the Open Reaction Database (ORD), a public repository of structured organic reaction records. The task is: describe an organic reaction: reactants, conditions, products, and yield Procedure: To a solution of 2-chloro-3-(1-cyano-1-methylethyl)benzoic acid (240 mg, 1.07 mmol) in tetrahydrofuran (4 mL) were added oxalyl chloride (170 mg, 1.34 mmol) and N,N-dimethylformamide (10 μL), and the mixture was stirred for 1 hr. The reaction mixture was concentrated under reduced pressure, and the obtained residue was dissolved in N,N-dimethylacetamide (4 mL). N-[6-(3-Aminophenoxy)-1,3-benzothiazol-2-yl]acetamide (160 mg, 0.534 mmol) produced in Example A40(x) was added and the mixture was stir... The product is C(C)(=O)NC=1SC2=C(N1)C=CC(=C2)OC=2C=C(C=CC2)NC(C2=C(C(=CC=C2)C(C)(C)C#N)Cl)=O (N-(3-{[2-(acetylamino)-1,3-benzothiazol-6-yl]oxy}phenyl)-2-chloro-3-(1-cyano-1-methylethyl)benzamide). Starting materials: ClC1=C(C(=O)O)C=CC=C1C(C)(C)C#N (2-chloro-3-(1-cyano-1-methylethyl)benzoic acid), C(C(=O)Cl)(=O)Cl (oxalyl chloride), CN(C=O)C (N,N-dimethylformamide), NC=1C=C(OC2=CC3=C(N=C(S3)NC(C)=O)C=C2)C=CC1 (N-[6-(3-Aminophenoxy)-1,3-benzothiazol-2-yl]acetamide). Run in C(C)(=O)OCC (ethyl acetate), O (water), O1CCCC1 (tetrahydrofuran). Reaction conditions: time 1 hour. The yield is 74.5%. Reaction SMILES: [Cl:1][C:2]1[C:10]([C:11]([C:14]#[N:15])([CH3:13])[CH3:12])=[CH:9][CH:8]=[CH:7][C:3]=1[C:4]([OH:6])=O.C(Cl)(=O)C(Cl)=O.CN(C)C=O.[NH2:27][C:28]1[CH:29]=[C:30]([CH:45]=[CH:46][CH:47]=1)[O:31][C:32]1[CH:44]=[CH:43][C:35]2[N:36]=[C:37]([NH:39][C:40](=[O:42])[CH3:41])[S:38][C:34]=2[CH:33]=1>O1CCCC1.C(OCC)(=O)C.O>[C:40]([NH:39][C:37]1[S:38][C:34]2[CH:33]=[C:32]([O:31][C:30]3[CH:29]=[C:28]([NH:27][C:4](=[O:6])[C:3]4[CH:7]=[CH:8][CH:9]=[C:10]([C:11]([C:14]#[N:15])([CH3:13])[CH3:12])[C:2]=4[Cl:1])[CH:47]=[CH:46][CH:45]=3)[CH:44]=[CH:43][C:35]=2[N:36]=1)(=[O:42])[CH3:41]. Starting materials: COC(=O)c1ccc(C(=O)Nc2ccccc2NC(=O)OC(C)(C)C)s1, CO, [K+], [OH-], O. The product is CC(C)(C)OC(=O)Nc1ccccc1NC(=O)c1ccc(C(=O)O)s1. As a reaction SMILES: [CH3:1][O:2][C:3](=[O:4])[c:5]1[s:6][c:7]([C:10]([NH:11][c:12]2[c:13]([NH:18][C:19](=[O:20])[O:21][C:22]([CH3:23])([CH3:24])[CH3:25])[cH:14][cH:15][cH:16][cH:17]2)=[O:26])[cH:8][cH:9]1.[CH3:29][OH:30].[K+:28].[OH-:27].[OH2:31]>>[O:2]=[C:3]([OH:4])[c:5]1[s:6][c:7]([C:10]([NH:11][c:12]2[c:13]([NH:18][C:19](=[O:20])[O:21][C:22]([CH3:23])([CH3:24])[CH3:25])[cH:14][cH:15][cH:16][cH:17]2)=[O:26])[cH:8][cH:9]1. Product: CC(CC#N)(C[N+](=O)[O-])C (3,3-dimethyl-4-nitrobutanenitrile). Run in ClCCl (dichloromethane), ClCCl (dichloromethane). Procedure: In a one liter glass reactor equipped with a thermometer, a cooling apparatus and a stirrer, 3-methyl-3-butenenitrile (37.0 g, 0.456 mol) and nitromethane (557.0 g, 9.125 mol) were charged. Then, 1,8-diazabicyclo[5.4.0]-7-undecene (13.9 g, 0.091 mol) was dropwise added over a period of 5 minutes at room temperature while stirring. After the dropwise addition, the mixture was heated and refluxed at 103° C. for 13.5 hours. After cooling the mixture to room temperature, unreacted nitromethane was e... Reactants: CC(CC#N)=C (3-methyl-3-butenenitrile), [N+](=O)([O-])C (nitromethane), C1CCC2=NCCCN2CC1 (1,8-diazabicyclo[5.4.0]-7-undecene). Conditions: temperature 103 celsius. Yield: 93.6%. Reaction SMILES: [CH3:1][C:2](=[CH2:6])[CH2:3][C:4]#[N:5].[N+:7]([CH3:10])([O-:9])=[O:8].C1CCN2C(=NCCC2)CC1>ClCCl>[CH3:1][C:2]([CH3:6])([CH2:10][N+:7]([O-:9])=[O:8])[CH2:3][C:4]#[N:5]. The reactants are Cc1ccccc1, OB(O)C1CC1, Cc1ccc(N2CCN(C(=O)c3ccc(N4CCOC4=O)cc3Cl)CC2)c(C)c1, [K+], [K+], [K+], O, O=P([O-])([O-])[O-]. Product: Cc1ccc(N2CCN(C(=O)c3ccc(N4CCOC4=O)cc3C3CC3)CC2)c(C)c1. Reaction SMILES: [CH3:44][c:45]1[cH:46][cH:47][cH:48][cH:49][cH:50]1.[CH:38]1([B:41]([OH:42])[OH:43])[CH2:39][CH2:40]1.[Cl:1][c:2]1[cH:3][c:4]([N:24]2[C:25](=[O:29])[O:26][CH2:27][CH2:28]2)[cH:5][cH:6][c:7]1[C:8](=[O:9])[N:10]1[CH2:11][CH2:12][N:13]([c:16]2[c:17]([CH3:23])[cH:18][c:19]([CH3:22])[cH:20][cH:21]2)[CH2:14][CH2:15]1.[K+:35].[K+:36].[K+:37].[OH2:51].[P:30]([O-:31])([O-:32])([O-:33])=[O:34]>>[c:2]1([CH:38]2[CH2:39][CH2:40]2)[cH:3][c:4]([N:24]2[C:25](=[O:29])[O:26][CH2:27][CH2:28]2)[cH:5][cH:6][c:7]1[C:8](=[O:9])[N:10]1[CH2:11][CH2:12][N:13]([c:16]2[c:17]([CH3:23])[cH:18][c:19]([CH3:22])[cH:20][cH:21]2)[CH2:14][CH2:15]1. Starting materials: C1(CCCCC1)N1C(N(C2=C1C=C(C=C2)OCC)CC2=C(C=C(C=C2)[N+](=O)[O-])OC)=O (3-Cyclohexyl-5-ethoxy-1,3-dihydro-1-(2-methoxy-4-nitrobenzyl)-2H-benzimidazol-2-one). Reagents/catalysts: [Ni] (Raney nickel). Run in CCO (EtOH). Yields the product NC1=CC(=C(CN2C(N(C3=C2C=CC(=C3)OCC)C3CCCCC3)=O)C=C1)OC (1-(4-Amino-2-methoxybenzyl)-3-cyclohexyl-5-ethoxy-1,3-dihydro-2H-benzimidazol-2-one). Isolated yield 83.0%. RXN SMILES: [CH:1]1([N:7]2[C:11]3[CH:12]=[C:13]([O:16][CH2:17][CH3:18])[CH:14]=[CH:15][C:10]=3[N:9]([CH2:19][C:20]3[CH:25]=[CH:24][C:23]([N+:26]([O-])=O)=[CH:22][C:21]=3[O:29][CH3:30])[C:8]2=[O:31])[CH2:6][CH2:5][CH2:4][CH2:3][CH2:2]1>CCO.[Ni]>[NH2:26][C:23]1[CH:24]=[CH:25][C:20]([CH2:19][N:9]2[C:10]3[CH:15]=[CH:14][C:13]([O:16][CH2:17][CH3:18])=[CH:12][C:11]=3[N:7]([CH:1]3[CH2:6][CH2:5][CH2:4][CH2:3][CH2:2]3)[C:8]2=[O:31])=[C:21]([O:29][CH3:30])[CH:22]=1. Procedure: A mixture of 3.5 g of the compound obtained in Example 5 in 350 ml of absolute EtOH, in the presence of Raney nickel, is hydrogenated for 20 hours at RT and at a pressure of 60 bar. The reaction mixture is filtered on Celite and the filtrate is evaporated under vacuum. The residue is chromatographed on silica, eluting with a DCM/EtOAc mixture (90/10; v/v). 2.7 g of the expected product are obtained after crystallization from an iso ether/EtOAc mixture, mp=191° C. Starting materials: ClC1=C(C=CC(=C1)Cl)C(C#N)CCCN1CCCCC1 (2-(2,4-dichlorophenyl)-5-(1-piperidinyl)valeronitrile), Cl.ClCN1N=CN=C1 (1-(chloromethyl)-1,2,4-triazole hydrochloride), [OH-].[Na+] (sodium hydroxide). Solvent: CS(=O)C (DMSO). Product: C(#N)C(CN1N=CN=C1)(CCCN1CCCCC1)C1=C(C=C(C=C1)Cl)Cl (1-[2-Cyano-2-(2,4-dichlorophenyl)-5-(1-piperidinyl)pentyl]-1,2,4-triazole). As a reaction SMILES: [Cl:1][C:2]1[CH:7]=[C:6]([Cl:8])[CH:5]=[CH:4][C:3]=1[CH:9]([CH2:12][CH2:13][CH2:14][N:15]1[CH2:20][CH2:19][CH2:18][CH2:17][CH2:16]1)[C:10]#[N:11].Cl.Cl[CH2:23][N:24]1[CH:28]=[N:27][CH:26]=[N:25]1.[OH-].[Na+]>CS(C)=O>[C:10]([C:9]([C:3]1[CH:4]=[CH:5][C:6]([Cl:8])=[CH:7][C:2]=1[Cl:1])([CH2:12][CH2:13][CH2:14][N:15]1[CH2:16][CH2:17][CH2:18][CH2:19][CH2:20]1)[CH2:23][N:24]1[CH:28]=[N:27][CH:26]=[N:25]1)#[N:11] |f:1.2,3.4|. Reported procedure: This compound (5.0 g.) was prepared using the procedure described in Example 9b except using 5.0 g. (0.016 mole) of 2-(2,4-dichlorophenyl)-5-(1-piperidinyl)valeronitrile, 2.7 g. (0.0176 mole) of 1-(chloromethyl)-1,2,4-triazole hydrochloride, 3.2 g. (0.040 mole) of aqueous 50% sodium hydroxide, and 50 ml. of DMSO and was isolated as an oil. Reactants: CC=1N=C(C2=C(N(COC2)C2=C(C=C(C=C2C)C)C)N1)C(CC)O (1-[7-methyl-1-(2,4,6-trimethyl-phenyl)-1,4-dihydro-2H-pyrimido[4,5-d][1,3]oxazin-5-yl]-propan-1-ol), CN=C=O (methyl isocyanate), CN(C)C1=NC=CC=C1 (dimethylaminopyridine). Solvent: ClCCl (dichloromethane). Yields the product CC=1N=C(C2=C(N(COC2)C2=C(C=C(C=C2C)C)C)N1)C(CC)OC(NC)=O (Methyl-carbamic acid 1-[7-methyl-1-(2,4,6-trimethyl-phenyl)-1,4-dihydro-2H-pyrimido[4,5-d][1,3]-oxazin-5-yl]-propyl ester). RXN SMILES: [CH3:1][C:2]1[N:3]=[C:4]([CH:21]([OH:24])[CH2:22][CH3:23])[C:5]2[CH2:10][O:9][CH2:8][N:7]([C:11]3[C:16]([CH3:17])=[CH:15][C:14]([CH3:18])=[CH:13][C:12]=3[CH3:19])[C:6]=2[N:20]=1.[CH3:25][N:26]=[C:27]=[O:28].CN(C1C=CC=CN=1)C>ClCCl>[CH3:1][C:2]1[N:3]=[C:4]([CH:21]([O:24][C:27](=[O:28])[NH:26][CH3:25])[CH2:22][CH3:23])[C:5]2[CH2:10][O:9][CH2:8][N:7]([C:11]3[C:16]([CH3:17])=[CH:15][C:14]([CH3:18])=[CH:13][C:12]=3[CH3:19])[C:6]=2[N:20]=1. Procedure: A mixture of 1-[7-methyl-1-(2,4,6-trimethyl-phenyl)-1,4-dihydro-2H-pyrimido[4,5-d][1,3]oxazin-5-yl]-propan-1-ol (50 mg), methyl isocyanate (0.25 ml), dimethylaminopyridine (37 mg) in dichloromethane (2 ml) was heated at reflux for 1 hr. The mixture was quenched with water and extracted with chloroform. The organic layer was separated, dried and concentrated to give a clear oil (70 mg). The oil was purified by silica gel thin layer chromatography plate using 40% ethyl acetate in hexane as solvent...